This data is from the Open Reaction Database (ORD), a public repository of structured organic reaction records. The task is: describe an organic reaction: reactants, conditions, products, and yield Starting materials: BrC=1C(=CC2=C(N=C(S2)N)C1)F (5-Bromo-6-fluoro-benzothiazol-2-ylamine), C(C)N=C=O (ethyl isocyanate). Solvent: O1CCOCC1 (1,4-dioxane). Run at temperature 80 celsius, time 5 hour. Yields the product BrC=1C(=CC2=C(N=C(S2)NC(=O)NCC)C1)F (1-(5-Bromo-6-fluoro-benzothiazol-2-yl)-3-ethyl-urea). The yield is 65.0%. As a reaction SMILES: [Br:1][C:2]1[C:3]([F:12])=[CH:4][C:5]2[S:9][C:8]([NH2:10])=[N:7][C:6]=2[CH:11]=1.[CH2:13]([N:15]=[C:16]=[O:17])[CH3:14]>O1CCOCC1>[Br:1][C:2]1[C:3]([F:12])=[CH:4][C:5]2[S:9][C:8]([NH:10][C:16]([NH:15][CH2:13][CH3:14])=[O:17])=[N:7][C:6]=2[CH:11]=1. Reported procedure: To a solution of iii (0.36 g, 1.45 mmol) in 1,4-dioxane (25.0 mL) was added ethyl isocyanate (0.69 mL, 8.74 mmol) and the mixture heated at 80° C. for 15 h. The solvent was evaporated and the residue stirred with H2O at 60° C. for 5 h. The solution was filtered and washed with Et2O to obtain Intermediate 13 (0.30 g, 69%). Reactants: C1(=C(C(=CC(=C1)C)C)S(=O)(=O)Cl)C (2-Mesitylenesulfonyl chloride), C(C)(C)N(CC)C(C)C (diisopropylethylamine), Cl.NC1=NC(=C(C(=N1)O)CC1=C(C=C(C=C1)OCCCO)OC)C (2-amino-5-(4-(3-hydroxypropoxy)-2-methoxybenzyl)-6-methylpyrimidin-4-ol hydrochloride). Procedure: 2-Mesitylenesulfonyl chloride (2.7 g) was added to a suspension of diisopropylethylamine (4.6 mL) and the product from step (vi) (2.9 g) in THF (200 mL) and the mixture was stirred under reflux for 18 h. The resulting mixture was diluted with water and extracted with EtOAc. The combined organic layer was washed with brine, dried and concentrated under reduced pressure. The residue was purified by flash column chromatography on amino silica gel to afford the sub-title compound (3.6 g) as a white ... Isolated yield 88.1%. Solvent: O (water), C1CCOC1 (THF). The product is CC1=C(C(=CC(=C1)C)C)S(=O)(=O)OC1=NC(=NC(=C1CC1=C(C=C(C=C1)OCCCO)OC)C)N (2-amino-5-(4-(3-hydroxypropoxy)-2-methoxybenzyl)-6-methylpyrimidin-4-yl 2,4,6-trimethylbenzenesulfonate). Reaction SMILES: [C:1]1([CH3:13])[CH:6]=[C:5]([CH3:7])[CH:4]=[C:3]([CH3:8])[C:2]=1[S:9](Cl)(=[O:11])=[O:10].C(N(C(C)C)CC)(C)C.Cl.[NH2:24][C:25]1[N:30]=[C:29]([OH:31])[C:28]([CH2:32][C:33]2[CH:38]=[CH:37][C:36]([O:39][CH2:40][CH2:41][CH2:42][OH:43])=[CH:35][C:34]=2[O:44][CH3:45])=[C:27]([CH3:46])[N:26]=1>C1COCC1.O>[CH3:13][C:1]1[CH:6]=[C:5]([CH3:7])[CH:4]=[C:3]([CH3:8])[C:2]=1[S:9]([O:31][C:29]1[C:28]([CH2:32][C:33]2[CH:38]=[CH:37][C:36]([O:39][CH2:40][CH2:41][CH2:42][OH:43])=[CH:35][C:34]=2[O:44][CH3:45])=[C:27]([CH3:46])[N:26]=[C:25]([NH2:24])[N:30]=1)(=[O:11])=[O:10] |f:2.3|. The reactants are OC1=CC=2CC[C@H]3[C@@H]4CCC([C@@]4(C)C[C@@H]([C@@H]3C2C=C1)C1=CC=C(C=C1)CCCN1CCCC1)=O (3-hydroxy-11β-[4-[3-(1-pyrrolidinyl)propyl]phenyl]estra -1,3,5(10)-trien-17-one), [Na] (sodium), O (water). The solvent is CO (methanol). Product: N1(CCCC1)CCCC1=CC=C(C=C1)[C@@H]1[C@@H]2C=3C=CC(=CC3CC[C@H]2[C@@H]2CC[C@@H]([C@@]2(C)C1)O)O (11β-[4-[3-(1-pyrrolidinyl)propyl]phenyl]-estra-1,3,5(10)-trien -3,17β-diol). Isolated yield 69.7%. RXN SMILES: [OH:1][C:2]1[CH:19]=[CH:18][C:17]2[C@@H:16]3[C@H:7]([C@H:8]4[C@@:12]([CH2:14][C@@H:15]3[C:20]3[CH:25]=[CH:24][C:23]([CH2:26][CH2:27][CH2:28][N:29]5[CH2:33][CH2:32][CH2:31][CH2:30]5)=[CH:22][CH:21]=3)([CH3:13])[C:11](=[O:34])[CH2:10][CH2:9]4)[CH2:6][CH2:5][C:4]=2[CH:3]=1.[Na].O>CO>[N:29]1([CH2:28][CH2:27][CH2:26][C:23]2[CH:24]=[CH:25][C:20]([C@H:15]3[CH2:14][C@@:12]4([CH3:13])[C@@H:8]([CH2:9][CH2:10][C@@H:11]4[OH:34])[C@H:7]4[C@H:16]3[C:17]3[CH:18]=[CH:19][C:2]([OH:1])=[CH:3][C:4]=3[CH2:5][CH2:6]4)=[CH:21][CH:22]=2)[CH2:33][CH2:32][CH2:31][CH2:30]1 |^1:34|. Procedure details: To a solution of 310 mg of the product obtained in example 2 in 3 ml of methanol, 54 mg of sodium borohydrure at 97% is added at 0-5° C., stirred for 1 hour at this temperature, salt water is added, it is drawn off, washed, dried and evaporated under reduced pressure until 320 mg of raw product is obtained that is purified by chromatography by eluting with the compound CH2Cl2/MeOH/NH4OH 90/10/1. 217 mg of pure expected product is obtained. Reactants: CCOC(=O)C1(Cc2cc(C)nc(Cl)c2)CCN(C(=O)OC(C)(C)C)CC1, CO, [H][H]. The product is CCOC(=O)C1(Cc2ccnc(C)c2)CCN(C(=O)OC(C)(C)C)CC1. Reaction SMILES: [C:1]([CH3:2])([CH3:3])([CH3:4])[O:5][C:6](=[O:7])[N:8]1[CH2:9][CH2:10][C:11]([C:14](=[O:15])[O:16][CH2:17][CH3:18])([CH2:19][c:20]2[cH:21][c:22]([Cl:27])[n:23][c:24]([CH3:26])[cH:25]2)[CH2:12][CH2:13]1.[CH3:30][OH:31].[H:28][H:29]>>[C:1]([CH3:2])([CH3:3])([CH3:4])[O:5][C:6](=[O:7])[N:8]1[CH2:9][CH2:10][C:11]([C:14](=[O:15])[O:16][CH2:17][CH3:18])([CH2:19][c:20]2[cH:21][cH:22][n:23][c:24]([CH3:26])[cH:25]2)[CH2:12][CH2:13]1.